From a dataset of the Open Reaction Database (ORD), a public repository of structured organic reaction records. describe an organic reaction: reactants, conditions, products, and yield The reactants are C(Cl)(Cl)Cl (chloroform), SC1=CC=C(C(=O)OC)C=C1 (methyl 4-mercaptobenzoate), BrCCCO (3-bromo-1-propanol). The solvent is C(C)N(CC)CC (triethylamine). Yields the product OCCCSC1=CC=C(C(=O)OC)C=C1 (methyl p-(3-hydroxypropylthio)benzoate). Yield: 67.0%. Reaction SMILES: C(Cl)(Cl)Cl.[SH:5][C:6]1[CH:15]=[CH:14][C:9]([C:10]([O:12][CH3:13])=[O:11])=[CH:8][CH:7]=1.Br[CH2:17][CH2:18][CH2:19][OH:20]>C(N(CC)CC)C>[OH:20][CH2:19][CH2:18][CH2:17][S:5][C:6]1[CH:7]=[CH:8][C:9]([C:10]([O:12][CH3:13])=[O:11])=[CH:14][CH:15]=1. Procedure details: To 40 ml of chloroform were added 4.0 g of methyl 4-mercaptobenzoate, 3.3 g of 3-bromo-1-propanol and 2.38 g of triethylamine, and the mixture was stirred for an hour and then evaporated under a reduced pressure. After adding 50 ml of ethyl acetate, the mixture was washed with 30 ml each of water, 1N hydrochloric acid and a saturated sodium bicarbonate aqueous solution, dried over magnesium sulfate and evaporated under a reduced pressure. The residue was applied to a silica gel column and eluted... Reactants: C1(=CC=CC=C1)C(OC1CCN(CC1)CCCCCCO)C1=CC=CC=C1 (4-(Diphenylmethoxy)-1-piperidinehexanol), O1CCCC1 (tetrahydrofuran), [H-].[Na+] (sodium hydride), ClC=1C=CC=2N(N1)N=CN2 (6-chloro[1,2,4]triazolo[1,5-b]pyridazine), ice water, C(C)(=O)OCC (ethyl acetate). The product is C(\C=C\C(=O)O)(=O)O.C1(=CC=CC=C1)C(OC1CCN(CC1)CCCCCCOC=1C=CC=2N(N1)N=CN2)C2=CC=CC=C2 (6-[6-[4-(diphenylmethoxy)piperidino]hexyloxy][1,2,4]triazolo[1,5-b]pyridazine fumaric acid salt). RXN SMILES: [C:1]1([CH:7]([C:22]2[CH:27]=[CH:26][CH:25]=[CH:24][CH:23]=2)[O:8][CH:9]2[CH2:14][CH2:13][N:12]([CH2:15][CH2:16][CH2:17][CH2:18][CH2:19][CH2:20][OH:21])[CH2:11][CH2:10]2)[CH:6]=[CH:5][CH:4]=[CH:3][CH:2]=1.[H-].[Na+].Cl[C:31]1[CH:32]=[CH:33][C:34]2[N:35]([N:37]=[CH:38][N:39]=2)[N:36]=1.[C:40]([O:43]CC)(=[O:42])[CH3:41].[O:46]1CCCC1>>[C:20]([OH:21])(=[O:46])/[CH:19]=[CH:41]/[C:40]([OH:43])=[O:42].[C:1]1([CH:7]([C:22]2[CH:23]=[CH:24][CH:25]=[CH:26][CH:27]=2)[O:8][CH:9]2[CH2:14][CH2:13][N:12]([CH2:15][CH2:16][CH2:17][CH2:18][CH2:19][CH2:20][O:21][C:31]3[CH:32]=[CH:33][C:34]4[N:35]([N:37]=[CH:38][N:39]=4)[N:36]=3)[CH2:11][CH2:10]2)[CH:2]=[CH:3][CH:4]=[CH:5][CH:6]=1 |f:1.2,6.7|. Procedure details: 4-(Diphenylmethoxy)-1-piperidinehexanol (0.905 g) was dissolved in tetrahydrofuran (15 ml), followed by addition of 60% oily sodium hydride (118 mg). The mixture was refluxed under heating for 1 hour. After the mixture was cooled, 6-chloro[1,2,4]triazolo[1,5-b]pyridazine (381 mg) was added thereto. This mixture was refluxed under heating for 3 hours, followed by addition of ice-water and extraction with ethyl acetate. The extract was washed with an aqueous sodium chloride solution, dried over ma... Starting materials: NC=1C=CC(=NC1)NCCF (5-Amino-2-(2-fluoroethylamino)pyridine), C1=CC=C(C=C1)OC(=NC#N)OC2=CC=CC=C2 (diphenylcyanocarbonimidate), COCCOC (ethylene glycol dimethyl ether). Run in CCOCC (Et2O). Run at time 18 hour. Product: FCCNC1=CC=C(C=N1)NC(OC1=CC=CC=C1)=NC#N (N-[6(2-Fluoroethylamino)-3-pyridyl]-N'-cyano-O-phenylisourea). Yield: 31.0%. RXN SMILES: [NH2:1][C:2]1[CH:3]=[CH:4][C:5]([NH:8][CH2:9][CH2:10][F:11])=[N:6][CH:7]=1.[CH:12]1[CH:17]=[CH:16][C:15]([O:18][C:19](OC2C=CC=CC=2)=[N:20][C:21]#[N:22])=[CH:14][CH:13]=1.COCCOC>CCOCC>[F:11][CH2:10][CH2:9][NH:8][C:5]1[N:6]=[CH:7][C:2]([NH:1][C:19](=[N:20][C:21]#[N:22])[O:18][C:15]2[CH:16]=[CH:17][CH:12]=[CH:13][CH:14]=2)=[CH:3][CH:4]=1. Procedure: A stirred mixture of the product from Step 2 (0.0112 mol), diphenylcyanocarbonimidate (2.67 g, 0.0112 mol) and ethylene glycol dimethyl ether (25 ml) was kept under nitrogen for 18 hours at 24° C. The mixture was diluted with Et2O (25 ml) and the solid was collected by filtration to give 1.04 g, mp 157°-158° C. of the titled product. The filtrate was purified by silica gel chromatography with 2.5% MeOH--CHcl3 to give 0.39 g of additional product: MS m/z (relative intensity) 299 (M+, 100), 278 (2... Starting materials: ClC1=CC(=NC=2N1N=CN2)CC(=O)OCC (7-chloro-5-ethoxycarbonylmethyl-s-triazolo[1,5-a]pyrimidine), [SH-].[Na+] (sodium hydrosulfide). The solvent is O (water). The product is C(C)OC(=O)CC1=NC=2N(C(=C1)S)N=CN2 (5-ethoxycarbonylmethyl-7mercapto-s-triazolo[1,5-a]pyrimidine). The yield is 92.6%. As a reaction SMILES: Cl[C:2]1[N:7]2[N:8]=[CH:9][N:10]=[C:6]2[N:5]=[C:4]([CH2:11][C:12]([O:14][CH2:15][CH3:16])=[O:13])[CH:3]=1.[SH-:17].[Na+]>O>[CH2:15]([O:14][C:12]([CH2:11][C:4]1[CH:3]=[C:2]([SH:17])[N:7]2[N:8]=[CH:9][N:10]=[C:6]2[N:5]=1)=[O:13])[CH3:16] |f:1.2|. Procedure details: The product obtained in Step 2 (24 g) was added all at once, under a nitrogen stream, to a solution of 23 g sodium hydrosulfide in 600 ml of water, the mixture was stirred at room temperature for two hours, and the insoluble matters were filtered off. The filtrate was acidified to pH 2.0 with concentrated hydrochloric acid, and the crystals thus formed were collected by filtration, washed twice with 40 ml of water and dried, affording 22 g of the objective compound as yellow crystals. Starting materials: CC(C(C)(C)C)=O (pinacolone), C(OCC)(OCC)=O (diethyl carbonate), potassium tert.-butylate, CN(P(N(C)C)(N(C)C)=O)C (hexamethyl phosphoric acid triamide), C(C)O (ethanol). Solvent: C1=CC=CC=C1 (benzene), C1=CC=CC=C1 (benzene), C1=CC=CC=C1 (benzene). Reaction conditions: time 9 hour. Product: C(C)OC(CC(C(C)(C)C)=O)=O (pivaloyl acetic acid ethyl ester). The yield is 54.0%. Reaction SMILES: [CH3:1][C:2](=[O:7])[C:3]([CH3:6])([CH3:5])[CH3:4].[C:8](=O)([O:12]CC)[O:9][CH2:10][CH3:11].CN(C)P(=O)(N(C)C)N(C)C.C(O)C>C1C=CC=CC=1>[CH2:10]([O:9][C:8](=[O:12])[CH2:1][C:2](=[O:7])[C:3]([CH3:6])([CH3:5])[CH3:4])[CH3:11]. Reported procedure: A solution of 100 g of pinacolone in 500 cc of benzene was added dropwise over a period of 4 hours at 50° C/150 Torr to a solution of 500 cc of benzene, 900 cc of diethyl carbonate, 125 g of potassium-tert.-butylate and 200 cc of hexamethyl phosphoric acid triamide, and benzene and ethanol slowly distilled off. After the ketone had been added, another 500 cc of benzene were added dropwise. The total reaction time was 9 hours. The reaction mixture was then treated and distilled in the same way as... The reactants are ClC1=C(C(=O)N=C=O)C=C(C(=C1)F)F (2-chloro-4,5-difluorobenzoyl isocyanate), N1C(=NC2=C1C=CC=C2)C2=C(C=CC=C2)N (2-(1H-benzimidazol-2-yl)phenylamine). Run in C(C)#N (acetonitrile). Run at time 30 minute. Product: N1C(=NC2=C1C=CC=C2)C2=C(C=CC=C2)NC(=O)NC(C2=C(C=C(C(=C2)F)F)Cl)=O (1-[2-(1H-benzoimidazol-2-yl)phenyl]-3-(2-chloro-4,5-difluorobenzoyl)urea). As a reaction SMILES: [Cl:1][C:2]1[CH:12]=[C:11]([F:13])[C:10]([F:14])=[CH:9][C:3]=1[C:4]([N:6]=[C:7]=[O:8])=[O:5].[NH:15]1[C:19]2[CH:20]=[CH:21][CH:22]=[CH:23][C:18]=2[N:17]=[C:16]1[C:24]1[CH:29]=[CH:28][CH:27]=[CH:26][C:25]=1[NH2:30]>C(#N)C>[NH:15]1[C:19]2[CH:20]=[CH:21][CH:22]=[CH:23][C:18]=2[N:17]=[C:16]1[C:24]1[CH:29]=[CH:28][CH:27]=[CH:26][C:25]=1[NH:30][C:7]([NH:6][C:4](=[O:5])[C:3]1[CH:9]=[C:10]([F:14])[C:11]([F:13])=[CH:12][C:2]=1[Cl:1])=[O:8]. Reported procedure: The solution of equivalent amounts of 2-chloro-4,5-difluorobenzoyl isocyanate was added dropwise to the solution of 142 mg of 2-(1H-benzimidazol-2-yl)phenylamine in 8 ml of acetonitrile and the mixture was stirred at room temperature for 30 minutes. The solid was then filtered off with suction and dried under reduced pressure. Reactants: NC1=CC=CC=C1 (aniline), C(C)(C)(C)ON=O (t-butylnitrite), C(C)(C)(C)ON=O (t-butylnitrite), C(C=C)Br (allyl bromide), [N+](=O)([O-])C1=C(C=C(N)C=C1)C(F)(F)F (4-nitro-3-trifluoromethylaniline). Solvent: CC#N (CH3CN). Reaction conditions: temperature 14 celsius, time 1 hour. Yields the product C(C=C)C1=CC(=C(C=C1)[N+](=O)[O-])C(F)(F)F (allyl-4-nitro-3-trifluoromethylbenzene). The yield is 62.0%. Reaction SMILES: [C:1](ON=O)(C)([CH3:3])[CH3:2].C(Br)C=C.[N+:12]([C:15]1[CH:21]=[CH:20][C:18](N)=[CH:17][C:16]=1[C:22]([F:25])([F:24])[F:23])([O-:14])=[O:13].NC1C=CC=CC=1>CC#N>[CH2:3]([C:18]1[CH:20]=[CH:21][C:15]([N+:12]([O-:14])=[O:13])=[C:16]([C:22]([F:25])([F:24])[F:23])[CH:17]=1)[CH:1]=[CH2:2]. Procedure: To a solution of t-butylnitrite (535 μl, 4.5 mmol) and allyl bromide (3.9 ml, 45.0 mmol) in CH3CN (3 ml), 4-nitro-3-trifluoromethylaniline (618 mg, 3.0 mmol) was added during 20 minutes, while maintaining the temperature of the reaction mixture between 13-15° C. At the end of the addition of the aniline, extra t-butylnitrite (180 μl, 1.5 mmol) was added to the reaction mixture which then was stirred at 25° C. for one hour. The volatile material in the reaction mixture was removed at reduced pres...